From a dataset of the Open Reaction Database (ORD), a public repository of structured organic reaction records. describe an organic reaction: reactants, conditions, products, and yield Reactants: NC=1SC2=C(N1)C=CC=C2 (2-aminobenzothiazole), ClCC=O (chloroacetaldehyde). Solvent: C(CCC)O (n-butanol). Product: N=1C=CN2C1SC1=C2C=CC=C1 (imidazo[2,1-b]benzothiazole). Reaction SMILES: [NH2:1][C:2]1[S:3][C:4]2[CH:10]=[CH:9][CH:8]=[CH:7][C:5]=2[N:6]=1.Cl[CH2:12][CH:13]=O>C(O)CCC>[N:1]1[CH:12]=[CH:13][N:6]2[C:5]3[CH:7]=[CH:8][CH:9]=[CH:10][C:4]=3[S:3][C:2]=12. Procedure: In 250 ml of n-butanol were heated 10.0 g of 2-aminobenzothiazole and 30 ml of 40% chloroacetaldehyde at 90° C. for 27 hours. After the solvent was removed (evaporated to dryness), the residue was crystallized in isopropanol-acetone to give 6.2 g of imidazo[2,1-b]benzothiazole. Subsequently, 4.0 g of the crystals were added to a mixture of 50 ml of dry dimethylformamide and 3.5 ml of phosphorus oxychloride followed by heating at 60° C. for 3 hours and at 75° C. for 6 hours. After completion of t... Reactants: FC1=C(C=CC=C1)C1=NC=C(C(=S)N)C=C1 (6-(2-Fluoro-phenyl)-thionicotinamide), COC(CC(C(C)Br)=O)=O (4-Bromo-3-oxo-pentanoic acid methyl ester), C(C)O (ethanol). Yields the product C(C)OC(CC=1N=C(SC1C)C=1C=NC(=CC1)C1=C(C=CC=C1)F)=O ({2-[6-(2-Fluoro-phenyl)-pyridin-3-yl]-5-methyl-thiazol-4-yl}-acetic acid ethyl ester). As a reaction SMILES: [F:1][C:2]1[CH:7]=[CH:6][CH:5]=[CH:4][C:3]=1[C:8]1[CH:16]=[CH:15][C:11]([C:12]([NH2:14])=[S:13])=[CH:10][N:9]=1.[CH3:17][O:18][C:19](=[O:26])[CH2:20][C:21](=O)[CH:22](Br)[CH3:23].[CH2:27](O)C>>[CH2:17]([O:18][C:19](=[O:26])[CH2:20][C:21]1[N:14]=[C:12]([C:11]2[CH:10]=[N:9][C:8]([C:3]3[CH:4]=[CH:5][CH:6]=[CH:7][C:2]=3[F:1])=[CH:16][CH:15]=2)[S:13][C:22]=1[CH3:23])[CH3:27]. Reported procedure: A mixture of 6-(2-Fluoro-phenyl)-thionicotinamide (1.5 g, 6 mmol) and 4-Bromo-3-oxo-pentanoic acid methyl ester (1.51 g, 7.2 mmol) in ethanol (100 mL) is heated to reflux for 24 h, and concentrated. The residue is purified by column chromatography on silica gel yielding 1.7 g of the product. The reactants are C(C)OC(C(C(C(C1=CN=C(S1)C1=CC=CC=C1)=O)C)O)=O (2-hydroxy-3-methyl-4-oxo-4-(2-phenyl-thiazol-5-yl)-butyric acid ethyl ester), C(C)(=O)O (acetic acid), O.NN (hydrazine monohydrate), CC(=O)OI1(C=2C=CC=CC2C(=O)O1)(OC(=O)C)OC(=O)C (Dess-Martin periodinane), C(C)(C)(C)O (tert-butyl alcohol). Solvent: ClCCl (dichloromethane), ClCCl (dichloromethane). Run at time 20 minute. Product: C(C)OC(=O)C=1NN=C(C1C)C1=CN=C(S1)C1=CC=CC=C1 (4-Methyl-5-(2-phenyl-thiazol-5-yl)-2H-pyrazole-3-carboxylic Acid Ethyl Ester). Yield: 24.8%. RXN SMILES: CC(OI1(OC(C)=O)(OC(C)=O)OC(=O)C2C=CC=CC1=2)=O.C(O)(C)(C)C.[CH2:28]([O:30][C:31](=[O:49])[CH:32](O)[CH:33]([CH3:47])[C:34](=O)[C:35]1[S:39][C:38]([C:40]2[CH:45]=[CH:44][CH:43]=[CH:42][CH:41]=2)=[N:37][CH:36]=1)[CH3:29].C(O)(=O)C.O.[NH2:55][NH2:56]>ClCCl>[CH2:28]([O:30][C:31]([C:32]1[NH:55][N:56]=[C:34]([C:35]2[S:39][C:38]([C:40]3[CH:45]=[CH:44][CH:43]=[CH:42][CH:41]=3)=[N:37][CH:36]=2)[C:33]=1[CH3:47])=[O:49])[CH3:29] |f:4.5|. Procedure: A mixture of 0.39 g (0.91 mmol) of Dess-Martin periodinane and 0.07 g (0.91 mmol) of tert-butyl alcohol in dichloromethane (2 ml) was allowed to stir at room temperature for 20 minutes. The solution was cooled to 0° C. and to this was added 0.15 g (0.45 mmol) of the above-prepared 2-hydroxy-3-methyl-4-oxo-4-(2-phenyl-thiazol-5-yl)-butyric acid ethyl ester in dichloromethane (2 ml). The reaction was stirred at 0° C. for 3 hours and quenched with sodium bisulfite in 50% aqueous sodium bicarbonate.... RXN SMILES: [N:1]1[C:14]2[C:5](=[CH:6][CH:7]=[C:8]3[C:13]=2[N:12]=[CH:11][CH:10]=[CH:9]3)[CH:4]=[CH:3][CH:2]=1.[H+].Cl[Au-:17](Cl)(Cl)Cl.[Cl-].[NH4+]>O>[Au:17].[N:1]1[C:14]2[C:5](=[CH:6][CH:7]=[C:8]3[C:13]=2[N:12]=[CH:11][CH:10]=[CH:9]3)[CH:4]=[CH:3][CH:2]=1 |f:1.2,3.4,6.7|. Starting materials: [H+].Cl[Au-](Cl)(Cl)Cl (tetrachloroauric acid), [Cl-].[NH4+] (ammonium chloride), N1=CC=CC2=CC=C3C=CC=NC3=C12 (1,10-phenanthroline), N1=CC=CC2=CC=C3C=CC=NC3=C12 (phenanthroline), Au(phen)Cl2. Run at temperature 60 celsius. Solvent: O (water), O (water). Procedure details: 0.5 g of 1,10-phenanthroline (made by Wako Pure Chemical Industries, Ltd.) and 80 ml of distilled water were put in a 300-ml glass-made reaction vessel equipped with a reflux condenser, and the mixture was heated at 60° C. to dissolve the phenanthroline and cooled to room temperature. While the solution was stirred, a solution obtained by dissolving 1 g of tetrachloroauric acid (III) tetrahydrate in 17.2 ml of distilled water was gradually added dropwise over a period of 30 minutes. After comple... The product is [Au].N1=CC=CC2=CC=C3C=CC=NC3=C12 (Gold Phenanthroline).